This data is from the Open Reaction Database (ORD), a public repository of structured organic reaction records. The task is: describe an organic reaction: reactants, conditions, products, and yield The product is Cl.CC1=NC=CC=C1OC=1C(=NC=C(C1)SC1=NC=CC=C1)NC1=NC(=NS1)[C@@H](CO)O ((S)-1-(5-(3-(2-methylpyridin-3-yloxy)-5-(pyridin-2-ylthio)pyridin-2-ylamino)-1,2,4-thiadiazol-3-yl)ethane-1,2-diol hydrochloride). Procedure: In 1 L of absolute ethanol was added (S)—N-(3-(2-methylpyridin-3-yloxy)-5-(pyridin-2-ylthio)pyridin-2-yl)-3-(1,4-dioxaspiro[4.5]decan-2-yl)-1,2,4-thiadiazol-5-amine (41 g, 76.7 mmol) and the reaction was heated to 80° C. 41 mL of aqueous HCl (11.6 mL of concentrated HCl diluted in water) was added. After 2 hours, the resultant solid material was hot filtered, washed with ethanol (200 mL) and dried in vacuo to yield crude product as a solid which contained about 2% starting material. The solids w... Reactants: CC1=NC=CC=C1OC=1C(=NC=C(C1)SC1=NC=CC=C1)NC1=NC(=NS1)[C@@H]1OC2(OC1)CCCCC2 ((S)—N-(3-(2-methylpyridin-3-yloxy)-5-(pyridin-2-ylthio)pyridin-2-yl)-3-(1,4-dioxaspiro[4.5]decan-2-yl)-1,2,4-thiadiazol-5-amine), Cl (HCl), Cl (HCl). The yield is 85.0%. Reaction conditions: temperature 80 celsius, time 2 hour. As a reaction SMILES: [CH3:1][C:2]1[C:7]([O:8][C:9]2[C:10]([NH:22][C:23]3[S:27][N:26]=[C:25]([C@H:28]4[CH2:32][O:31]C5(CCCCC5)[O:29]4)[N:24]=3)=[N:11][CH:12]=[C:13]([S:15][C:16]3[CH:21]=[CH:20][CH:19]=[CH:18][N:17]=3)[CH:14]=2)=[CH:6][CH:5]=[CH:4][N:3]=1.[ClH:38]>C(O)C>[ClH:38].[CH3:1][C:2]1[C:7]([O:8][C:9]2[C:10]([NH:22][C:23]3[S:27][N:26]=[C:25]([C@H:28]([OH:29])[CH2:32][OH:31])[N:24]=3)=[N:11][CH:12]=[C:13]([S:15][C:16]3[CH:21]=[CH:20][CH:19]=[CH:18][N:17]=3)[CH:14]=2)=[CH:6][CH:5]=[CH:4][N:3]=1 |f:3.4|. Solvent: C(C)O (ethanol), CCO (EtOH).